Task: describe an organic reaction: reactants, conditions, products, and yield. Dataset: the Open Reaction Database (ORD), a public repository of structured organic reaction records Reactants: BrC1=CC=C2CC(NCC2=C1)C(=O)OC (methyl 7-bromo-1,2,3,4-tetrahydroisoquinoline-3-carboxylate), [AlH4-].[Li+] (lithium tetrahydroaluminate), O (Water), [OH-].[Na+] (NaOH), O (water). Run in O1CCCC1 (tetrahydrofuran), O1CCCC1 (tetrahydrofuran). Reaction conditions: temperature 0 celsius, time 2 hour. The product is BrC1=CC=C2CC(NCC2=C1)CO ((7-bromo-1,2,3,4-tetrahydroisoquinolin-3-yl)methanol). RXN SMILES: [Br:1][C:2]1[CH:11]=[C:10]2[C:5]([CH2:6][CH:7]([C:12](OC)=[O:13])[NH:8][CH2:9]2)=[CH:4][CH:3]=1.[AlH4-].[Li+].O.[OH-].[Na+]>O1CCCC1>[Br:1][C:2]1[CH:11]=[C:10]2[C:5]([CH2:6][CH:7]([CH2:12][OH:13])[NH:8][CH2:9]2)=[CH:4][CH:3]=1 |f:1.2,4.5|. Procedure details: To a solution of methyl 7-bromo-1,2,3,4-tetrahydroisoquinoline-3-carboxylate (1.0 g, 3.7 mmol) in tetrahydrofuran (20 mL) was added 1.0 M of lithium tetrahydroaluminate in tetrahydrofuran (7.40 mL, 7.40 mmol, Aldrich Cat. No. 212776) dropwise at 0° C. The solution was stirred at 0° C. for 2 h. Water (0.3 mL), 15% NaOH aqueous solution (0.3 mL) and water (1.0 mL) were added dropwise in sequence to the reaction solution. The suspension was filtered through a pad of celite, and washed with ether. T... The reactants are O=C(O)c1ccc2c(Cl)c[nH]c2c1, NC(COCCCN1CCCCC1)c1ccccc1. Product: O=C(NC(COCCCN1CCCCC1)c1ccccc1)c1ccc2c(Cl)c[nH]c2c1. Reaction SMILES: [Cl:20][c:21]1[cH:22][nH:23][c:24]2[cH:25][c:26]([C:30](=[O:31])[OH:32])[cH:27][cH:28][c:29]12.[c:1]1([CH:7]([CH2:8][O:9][CH2:10][CH2:11][CH2:12][N:13]2[CH2:14][CH2:15][CH2:16][CH2:17][CH2:18]2)[NH2:19])[cH:2][cH:3][cH:4][cH:5][cH:6]1>>[c:1]1([CH:7]([CH2:8][O:9][CH2:10][CH2:11][CH2:12][N:13]2[CH2:14][CH2:15][CH2:16][CH2:17][CH2:18]2)[NH:19][C:30]([c:26]2[cH:25][c:24]3[nH:23][cH:22][c:21]([Cl:20])[c:29]3[cH:28][cH:27]2)=[O:31])[cH:2][cH:3][cH:4][cH:5][cH:6]1. Starting materials: Cc1cccc(C)c1NC(C(=O)O)C(C)C, CCCCCC, O=C1CCC(=O)N1Cl, c1ccccc1. Yields the product Cc1cc(Cl)cc(C)c1NC(C(=O)O)C(C)C. Reaction SMILES: [CH3:1][c:2]1[c:3]([NH:9][CH:10]([CH:11]([CH3:12])[CH3:13])[C:14](=[O:15])[OH:16])[c:4]([CH3:8])[cH:5][cH:6][cH:7]1.[CH3:31][CH2:32][CH2:33][CH2:34][CH2:35][CH3:36].[Cl:17][N:18]1[C:19](=[O:20])[CH2:21][CH2:22][C:23]1=[O:24].[cH:25]1[cH:26][cH:27][cH:28][cH:29][cH:30]1>>[CH3:1][c:2]1[c:3]([NH:9][CH:10]([CH:11]([CH3:12])[CH3:13])[C:14](=[O:15])[OH:16])[c:4]([CH3:8])[cH:5][c:6]([Cl:17])[cH:7]1.